Task: describe an organic reaction: reactants, conditions, products, and yield. Dataset: the Open Reaction Database (ORD), a public repository of structured organic reaction records Reactants: ClC=1C=C2C(=CC1)NCC21CN(CC1)C(=O)OC(C)(C)C (t-Butyl 5-chlorospiro[indoline-3,3′-pyrrolidine]-1′-carboxylate), CN.O1CCCC1 (methylamine tetrahydrofuran), ClC(C(=O)OCC)=O (ethyl chloroglyoxylate), NC=1SC(=CN1)OC (2-amino-5-methoxythiazole). Yields the product ClC=1C=C2C(=CC1)N(CC21CN(CC1)C(C(=O)NC)=O)C(=O)NC=1SC(=CN1)OC (5-Chloro-N-(5-methoxythiazol-2-yl)-1′-(2-(methylamino)-2-oxoacetyl)spiro[indoline-3,3′-pyrrolidine]-1-carboxamide). Reaction SMILES: [Cl:1][C:2]1[CH:3]=[C:4]2[C:10]3([CH2:14][CH2:13][N:12]([C:15]([O:17]C(C)(C)C)=O)[CH2:11]3)[CH2:9][NH:8][C:5]2=[CH:6][CH:7]=1.Cl[C:23](=[O:29])C(OCC)=O.[NH2:30][C:31]1[S:32][C:33]([O:36][CH3:37])=[CH:34][N:35]=1.[CH3:38][NH2:39].[O:40]1[CH2:44]CCC1>>[Cl:1][C:2]1[CH:3]=[C:4]2[C:10]3([CH2:14][CH2:13][N:12]([C:15](=[O:17])[C:44]([NH:39][CH3:38])=[O:40])[CH2:11]3)[CH2:9][N:8]([C:23]([NH:30][C:31]3[S:32][C:33]([O:36][CH3:37])=[CH:34][N:35]=3)=[O:29])[C:5]2=[CH:6][CH:7]=1 |f:3.4|. Reported procedure: (t-Butyl 5-chlorospiro[indoline-3,3′-pyrrolidine]-1′-carboxylate, ethyl chloroglyoxylate, 2-amino-5-methoxythiazole, and a solution of methylamine-tetrahydrofuran) Reactants: CCN(CC)CCCCl, O=S(=O)(c1ccc(O)cc1)c1c(-c2ccccc2)oc2ccc(Cl)cc12. The product is CCN(CC)CCCOc1ccc(S(=O)(=O)c2c(-c3ccccc3)oc3ccc(Cl)cc23)cc1. RXN SMILES: [CH2:27]([CH3:28])[N:29]([CH2:30][CH2:31][CH2:32][Cl:33])[CH2:34][CH3:35].[Cl:1][c:2]1[cH:3][cH:4][c:5]2[c:6]([c:7]([S:16](=[O:17])(=[O:18])[c:19]3[cH:20][cH:21][c:22]([OH:25])[cH:23][cH:24]3)[c:8](-[c:10]3[cH:11][cH:12][cH:13][cH:14][cH:15]3)[o:9]2)[cH:26]1>>[Cl:1][c:2]1[cH:3][cH:4][c:5]2[c:6]([c:7]([S:16](=[O:17])(=[O:18])[c:19]3[cH:20][cH:21][c:22]([O:25][CH2:32][CH2:31][CH2:30][N:29]([CH2:27][CH3:28])[CH2:34][CH3:35])[cH:23][cH:24]3)[c:8](-[c:10]3[cH:11][cH:12][cH:13][cH:14][cH:15]3)[o:9]2)[cH:26]1. Starting materials: C(C(C)(C)C)(=O)Cl (pivaloyl chloride), C(N)(=O)C=1C=C(C=C2CCN(C12)CCCO)C[C@@H](C)N(C(OC(C)(C)C)=O)CCOC1=C(C=CC=C1)OCC (tert-Butyl (R)-N-[2-[7-carbamoyl-1-(3-hydroxy-propyl)-2,3-dihydro-1H-indol-5-yl]-1-methylethyl]-N-[2-(2-ethoxyphenoxy)ethyl]carbamate), C([O-])(O)=O.[Na+] (sodium bicarbonate). Solvent: N1=CC=CC=C1 (pyridine). Conditions: time 8 hour. Yields the product C(C(C)(C)C)(=O)OCCCN1CCC2=CC(=CC(=C12)C(N)=O)C[C@@H](C)N(CCOC1=C(C=CC=C1)OCC)C(=O)OC(C)(C)C ((R)-3-[5-[2-[N-(tert-butoxycarbonyl)-N-[2-(2-ethoxyphenoxy)ethyl]amino]-propyl]-7-carbamoyl-2,3-dihydro-1H-indol-1-yl]propyl pivalate). Reaction SMILES: [C:1]([C:4]1[CH:5]=[C:6]([CH2:17][C@H:18]([N:20]([CH2:28][CH2:29][O:30][C:31]2[CH:36]=[CH:35][CH:34]=[CH:33][C:32]=2[O:37][CH2:38][CH3:39])[C:21](=[O:27])[O:22][C:23]([CH3:26])([CH3:25])[CH3:24])[CH3:19])[CH:7]=[C:8]2[C:12]=1[N:11]([CH2:13][CH2:14][CH2:15][OH:16])[CH2:10][CH2:9]2)(=[O:3])[NH2:2].[C:40](Cl)(=[O:45])[C:41]([CH3:44])([CH3:43])[CH3:42].C(=O)(O)[O-].[Na+]>N1C=CC=CC=1>[C:40]([O:16][CH2:15][CH2:14][CH2:13][N:11]1[C:12]2[C:8](=[CH:7][C:6]([CH2:17][C@H:18]([N:20]([C:21]([O:22][C:23]([CH3:26])([CH3:24])[CH3:25])=[O:27])[CH2:28][CH2:29][O:30][C:31]3[CH:36]=[CH:35][CH:34]=[CH:33][C:32]=3[O:37][CH2:38][CH3:39])[CH3:19])=[CH:5][C:4]=2[C:1](=[O:3])[NH2:2])[CH2:9][CH2:10]1)(=[O:45])[C:41]([CH3:44])([CH3:43])[CH3:42] |f:2.3|. Procedure details: tert-Butyl (R)-N-[2-[7-carbamoyl-1-(3-hydroxy-propyl)-2,3-dihydro-1H-indol-5-yl]-1-methylethyl]-N-[2-(2-ethoxyphenoxy)ethyl]carbamate (6.24 g) was dissolved in dry pyridine (9.4 ml), and pivaloyl chloride (1.54 ml) was added to the solution. The mixture was stirred overnight at room temperature, and a saturated aqueous sodium bicarbonate solution was added to the reaction mixture. The mixture was extracted with ethyl acetate, and the ethyl acetate layer was washed with a saturated aqueous sodium... Starting materials: S1C(=CC=C1)CC(=O)N[C@H]1[C@@H]2N(C(=C(CS2)CO)C(=O)O)C1=O (7β-[2-(2-thienyl)acetamido]-3-hydroxymethyl-3-cephem-4-carboxylic acid), SC1=NN=NN1C (5-mercapto-1-methyl-1H-tetrazole), P(OC)(OC)OC (trimethyl phosphite), Cl (hydrogen chloride), Cl (HCl). The solvent is C(C)(=O)OCC (ethyl acetate), CCOCC (ether), O (water), C(C)(=O)OCC (ethyl acetate). Conditions: temperature 22.5 celsius, time 3 hour. Product: CN1N=NN=C1SCC=1CS[C@H]2N(C1C(=O)O)C([C@H]2NC(CC=2SC=CC2)=O)=O (3-(1-methyl-1H-tetrazol-5-yl) thiomethyl-7β-[2-(2-thienyl)acetamido]-3-cephem-4-carboxylic acid). The yield is 118.6%. RXN SMILES: [S:1]1[CH:5]=[CH:4][CH:3]=[C:2]1[CH2:6][C:7]([NH:9][C@@H:10]1[C:22](=[O:23])[N:12]2[C:13]([C:19]([OH:21])=[O:20])=[C:14]([CH2:17]O)[CH2:15][S:16][C@H:11]12)=[O:8].[SH:24][C:25]1[N:29]([CH3:30])[N:28]=[N:27][N:26]=1.P(OC)(OC)OC.Cl>C(OCC)(=O)C.O.CCOCC>[CH3:30][N:29]1[C:25]([S:24][CH2:17][C:14]2[CH2:15][S:16][C@@H:11]3[C@H:10]([NH:9][C:7](=[O:8])[CH2:6][C:2]4[S:1][CH:5]=[CH:4][CH:3]=4)[C:22](=[O:23])[N:12]3[C:13]=2[C:19]([OH:21])=[O:20])=[N:26][N:27]=[N:28]1. Reported procedure: To 582 mg of 7β-[2-(2-thienyl)acetamido]-3-hydroxymethyl-3-cephem-4-carboxylic acid and 174 mg of 5-mercapto-1-methyl-1H-tetrazole was added 12 ml of ethyl acetate to make a solution. To the solution were added in sequence 0.25 ml of trimethyl phosphite and 0.2 ml of ether solution of hydrogen chloride (5mol/l), and the mixture was stirred at 20 to 25° C. for 3hours. To the reaction solution was added 10 ml of water, whose pH was adjusted to 2 with 2N HCl, which was then allowed to form two laye...